From a dataset of the Open Reaction Database (ORD), a public repository of structured organic reaction records. describe an organic reaction: reactants, conditions, products, and yield Reactants: Ti(III)Cl, Ti(III)Cl, BrC=1C(=NC(=NC1)Cl)NCCCOC1=C(C=CC=C1)[N+](=O)[O-] ((5-bromo-2-chloro-pyrimidin-4-yl)-[3-(2-nitro-phenoxy)-propyl]-amine), solution, Ti(III)Cl, [OH-].[Na+] (NaOH). Solvent: C(C)(=O)OCC (ethyl acetate), C1CCOC1 (THF), Cl (hydrochloric acid). Reaction conditions: time 21 hour. Product: NC1=C(OCCCNC2=NC(=NC=C2Br)Cl)C=CC=C1 ([3-(2-Amino-phenoxy)-propyl]-(5-bromo-2-chloro-pyrimidin-4-yl)-amine). RXN SMILES: [Br:1][C:2]1[C:3]([NH:9][CH2:10][CH2:11][CH2:12][O:13][C:14]2[CH:19]=[CH:18][CH:17]=[CH:16][C:15]=2[N+:20]([O-])=O)=[N:4][C:5]([Cl:8])=[N:6][CH:7]=1.[OH-].[Na+]>C1COCC1.Cl.C(OCC)(=O)C>[NH2:20][C:15]1[CH:16]=[CH:17][CH:18]=[CH:19][C:14]=1[O:13][CH2:12][CH2:11][CH2:10][NH:9][C:3]1[C:2]([Br:1])=[CH:7][N:6]=[C:5]([Cl:8])[N:4]=1 |f:1.2|. Procedure: A solution of 500 mg (1.29 mmol) of (5-bromo-2-chloro-pyrimidin-4-yl)-[3-(2-nitro-phenoxy)-propyl]-amine in 20 ml of THF is mixed at room temperature with 6.0 ml of an approximately 10% solution of Ti(III)Cl in 20-30% hydrochloric acid. After 21 hours, another 2.0 ml of the Ti(III)Cl solution is added. Renewed additions of the Ti(III)Cl solution are carried out after 4 hours (3.0 ml) or 16 hours (4.0 ml). After another 6 hours, the batch is diluted with ethyl acetate and made basic with 1N NaOH ... The reactants are C(C)(C)(C)OC(N(CCOC)CC1=CN=C(N1C)C1=CC2=NC=CC(=C2S1)OC1=C(C=C(C=C1)NC(CC(=O)NC1=C(C=CC=C1)F)=O)F)=O (tert-Butyl(2-(7-(2-fluoro-4-(3-(2-fluorophenylamino)-3-oxopropanamido)phenoxy)thieno[3,2-b]pyridin-2-yl)-1-methyl-1H-imidazol-5-yl)methyl(2-methoxyethyl)carbamate), C(=O)(C(F)(F)F)O (TFA). The solvent is C(Cl)Cl (DCM). Run at time 8 hour. The product is FC=1C=C(C=CC1OC1=C2C(=NC=C1)C=C(S2)C=2N(C(=CN2)CNCCOC)C)NC(CC(=O)NC2=C(C=CC=C2)F)=O (N1-(3-Fluoro-4-(2-(5-((2-methoxyethylamino)methyl)-1-methyl-1H-imidazol-2-yl)thieno[3,2-b]pyridin-7-yloxy)phenyl)-N3-(2-fluorophenyl)malonamide). Isolated yield 40.6%. Reaction SMILES: C(OC(=O)[N:7]([CH2:12][C:13]1[N:17]([CH3:18])[C:16]([C:19]2[S:27][C:26]3[C:21](=[N:22][CH:23]=[CH:24][C:25]=3[O:28][C:29]3[CH:34]=[CH:33][C:32]([NH:35][C:36](=[O:48])[CH2:37][C:38]([NH:40][C:41]4[CH:46]=[CH:45][CH:44]=[CH:43][C:42]=4[F:47])=[O:39])=[CH:31][C:30]=3[F:49])[CH:20]=2)=[N:15][CH:14]=1)[CH2:8][CH2:9][O:10][CH3:11])(C)(C)C.C(O)(C(F)(F)F)=O>C(Cl)Cl>[F:49][C:30]1[CH:31]=[C:32]([NH:35][C:36](=[O:48])[CH2:37][C:38]([NH:40][C:41]2[CH:46]=[CH:45][CH:44]=[CH:43][C:42]=2[F:47])=[O:39])[CH:33]=[CH:34][C:29]=1[O:28][C:25]1[CH:24]=[CH:23][N:22]=[C:21]2[CH:20]=[C:19]([C:16]3[N:17]([CH3:18])[C:13]([CH2:12][NH:7][CH2:8][CH2:9][O:10][CH3:11])=[CH:14][N:15]=3)[S:27][C:26]=12. Procedure: To a solution of 354 (230 mg, 0.325 mmol) in DCM (3 mL) was added TFA (0.5 mL). The reaction mixture was stirred at room temperature overnight then concentrated. The residue was partitioned between EtOAc and NaHCO3 saturated solution. The organic layer was collected, dried and concentrated. The residue was purified via Biotage (0-50% MeOH/EA; 10 g SNAP column) to afford a reddish solid which was purified again by flash column chromatography (eluent MeOH/EA, 20-25%) to give a yellowish solid whic... Reaction SMILES: [C:1]([C:4]1[CH:9]([CH2:10][CH:11]2[CH2:20][CH2:19][C:18]3[C:13](=[CH:14][CH:15]=[C:16](OC)[CH:17]=3)[C:12]2=[O:23])[CH:8]=[CH:7][N:6]([CH2:24][C:25]2[CH:30]=[CH:29][CH:28]=[CH:27][C:26]=2[C:31]([F:34])([F:33])[F:32])[CH:5]=1)(=[O:3])[CH3:2].C(C1C(=O)C([Cl:45])=C(Cl)[C:39](=[O:40])C=1C#N)#N>C(#N)C>[Cl-:45].[C:1]([C:4]1[CH:5]=[N+:6]([CH2:24][C:25]2[CH:30]=[CH:29][CH:28]=[CH:27][C:26]=2[C:31]([F:32])([F:34])[F:33])[CH:7]=[CH:8][C:9]=1[CH2:10][C:11]1([O:40][CH3:39])[CH2:20][CH2:19][C:18]2[C:13](=[CH:14][CH:15]=[CH:16][CH:17]=2)[C:12]1=[O:23])(=[O:3])[CH3:2] |f:3.4|. Run at time 24 hour. The yield is 60.0%. Starting materials: C(C)(=O)C1=CN(C=CC1CC1C(C2=CC=C(C=C2CC1)OC)=O)CC1=C(C=CC=C1)C(F)(F)F (2-[[3-acetyl-1-[[2-(trifluoromethyl)phenyl]methyl]-4H-pyridin-4-yl]methyl]-6-methoxy-tetralin-1-one), C(#N)C1=C(C(=O)C(=C(C1=O)Cl)Cl)C#N (DDQ). Solvent: C(C)#N (acetonitrile), C(C)#N (acetonitrile). The product is [Cl-].C(C)(=O)C=1C=[N+](C=CC1CC1(C(C2=CC=CC=C2CC1)=O)OC)CC1=C(C=CC=C1)C(F)(F)F (2-[[3-acetyl-1-[[2-(trifluoromethyl)phenyl]methyl]pyridin-1-ium-4-yl]methyl]-methoxy-tetralin-1-one chloride), solid. Procedure details: To a solution of compound 67 (30.0 mg, 0.064 mmol) in acetonitrile (1 mL) was added DDQ (1 equiv) in one portion at room temperature. After completion of the reaction, acetonitrile was removed under reduced pressure and the residue was taken up in dichloromethane (10 mL). The organic layer was successively washed with aqueous solution of HCl 1M and brine, dried over magnesium sulfate, filtered and concentrated to dryness. The obtained solid was placed in presence of anion exchange resin (Amberly...